From a dataset of the Open Reaction Database (ORD), a public repository of structured organic reaction records. describe an organic reaction: reactants, conditions, products, and yield The reactants are [Si](C)(C)(C(C)(C)C)O[C@@H]1C(O[C@H]([C@@H]1O[Si](C)(C)C(C)(C)C)N1C(N(C(C=C1)=O)CC1=CC=C(C=C1)OC)=O)[C@@H]([C@H](NCCCNC([C@@H](NC(OCC1=CC=CC=C1)=O)CCC(=O)OC(C)(C)C)=O)C(=O)OC(C)(C)C)O (tert-butyl (5S,12S)-12-[(R)-[(3R,4R,5R)-3,4-bis{[tert-butyl(dimethyl)silyl]oxy}-5-(3-(4-methoxybenzyl)-2,4-dioxo-3,4-dihydro-1(2H)-pyrimidinyl)tetrahydro-2-furanyl](hydroxy)methyl]-5-[3-(tert-butoxy)-3-oxopropyl]-3,6-dioxo-1-phenyl-2-oxa-4,7,11-triazatridecan-13-oate). Reagents/catalysts: [Pd] (palladium on carbon). Solvent: CO (methanol). Yields the product N[C@@H](CCC(=O)OC(C)(C)C)C(=O)NCCCN[C@@H]([C@@H](O)C1O[C@H]([C@@H]([C@@H]1O[Si](C)(C)C(C)(C)C)O[Si](C)(C)C(C)(C)C)N1C(N(C(C=C1)=O)CC1=CC=C(C=C1)OC)=O)C(=O)OC(C)(C)C (tert-butyl (4S)-4-amino-5-[(3-{[(1S,2R)-2-[(3R,4R,5R)-3,4-bis{[tert-butyl(dimethyl)silyl]oxy}-5-(3-(4-methoxybenzyl)-2,4-dioxo-3,4-dihydro-1(2H)-pyrimidinyl)tetrahydro-2-furanyl]-1-(tert-butoxycarbonyl)-2-hydroxyethyl]amino}propyl)amino]-5-oxopentanoate). Isolated yield 96.5%. As a reaction SMILES: [Si:1]([O:8][C@H:9]1[C@@H:13]([O:14][Si:15]([C:18]([CH3:21])([CH3:20])[CH3:19])([CH3:17])[CH3:16])[C@H:12]([N:22]2[CH:27]=[CH:26][C:25](=[O:28])[N:24]([CH2:29][C:30]3[CH:35]=[CH:34][C:33]([O:36][CH3:37])=[CH:32][CH:31]=3)[C:23]2=[O:38])[O:11][CH:10]1[C@H:39]([OH:76])[C@@H:40]([C:69]([O:71][C:72]([CH3:75])([CH3:74])[CH3:73])=[O:70])[NH:41][CH2:42][CH2:43][CH2:44][NH:45][C:46](=[O:68])[C@H:47]([CH2:59][CH2:60][C:61]([O:63][C:64]([CH3:67])([CH3:66])[CH3:65])=[O:62])[NH:48]C(=O)OCC1C=CC=CC=1)([C:4]([CH3:7])([CH3:6])[CH3:5])([CH3:3])[CH3:2]>CO.[Pd]>[NH2:48][C@H:47]([C:46]([NH:45][CH2:44][CH2:43][CH2:42][NH:41][C@H:40]([C:69]([O:71][C:72]([CH3:75])([CH3:74])[CH3:73])=[O:70])[C@H:39]([CH:10]1[C@@H:9]([O:8][Si:1]([C:4]([CH3:7])([CH3:6])[CH3:5])([CH3:2])[CH3:3])[C@@H:13]([O:14][Si:15]([C:18]([CH3:21])([CH3:20])[CH3:19])([CH3:16])[CH3:17])[C@H:12]([N:22]2[CH:27]=[CH:26][C:25](=[O:28])[N:24]([CH2:29][C:30]3[CH:31]=[CH:32][C:33]([O:36][CH3:37])=[CH:34][CH:35]=3)[C:23]2=[O:38])[O:11]1)[OH:76])=[O:68])[CH2:59][CH2:60][C:61]([O:63][C:64]([CH3:65])([CH3:66])[CH3:67])=[O:62]. Procedure details: By using an analogous procedure to that described for Example 2, tert-butyl (5S,12S)-12-[(R)-[(3R,4R,5R)-3,4-bis{[tert-butyl(dimethyl)silyl]oxy}-5-(3-(4-methoxybenzyl)-2,4-dioxo-3,4-dihydro-1(2H)-pyrimidinyl)tetrahydro-2-furanyl](hydroxy)methyl]-5-[3-(tert-butoxy)-3-oxopropyl]-3,6-dioxo-1-phenyl-2-oxa-4,7,11-triazatridecan-13-oate (94 mg, 0.086 mmol, obtained from Example 20) was hydrogenated in methanol (3 ml) using 10% palladium on carbon (24 mg) to provide tert-butyl (4S)-4-amino-5-[(3-{[(1S,... Run in CO (methanol). Reaction conditions: time 2.5 hour. Yields the product FC1=CC=C(C=C1)CC(=O)N1NCC(C1)OC(=O)N1CCOCC1 (morpholine-4-carboxylic acid 1-[2-(4-fluorophenyl)acetyl]-pyrazolidin-4-yl ester). Procedure details: morpholine4-carboxylic acid 1-benzyloxycarbonyl-2-[2-(4-fluorophenyl)acetyl]-pyrazolidin-4-yl ester, 40, (512 mg, 1.09 mmol) is dissolved in methanol (10 mL) and the flask flushed with nitrogen then charged with 10% palladium on carbon (103 mg). The reaction mixture is vigorously stirred and hydrogenated at 1 atmosphere for 2.5 hours at room temperature. The reaction mixture is filtered through a pad of Celite, rinsed with ethyl acetate (100 ml.) and concentrated in vacuo to afford 354 mg of the... Reactants: C(C1=CC=CC=C1)OC(=O)N1N(CC(C1)OC(=O)N1CCOCC1)C(CC1=CC=C(C=C1)F)=O (morpholine4-carboxylic acid 1-benzyloxycarbonyl-2-[2-(4-fluorophenyl)acetyl]-pyrazolidin-4-yl ester). RXN SMILES: C(OC([N:11]1[CH2:15][CH:14]([O:16][C:17]([N:19]2[CH2:24][CH2:23][O:22][CH2:21][CH2:20]2)=[O:18])[CH2:13][N:12]1[C:25](=[O:34])[CH2:26][C:27]1[CH:32]=[CH:31][C:30]([F:33])=[CH:29][CH:28]=1)=O)C1C=CC=CC=1>CO>[F:33][C:30]1[CH:31]=[CH:32][C:27]([CH2:26][C:25]([N:12]2[CH2:13][CH:14]([O:16][C:17]([N:19]3[CH2:24][CH2:23][O:22][CH2:21][CH2:20]3)=[O:18])[CH2:15][NH:11]2)=[O:34])=[CH:28][CH:29]=1. Starting materials: CO, C#CCC(C1CCCC1)n1cc(-c2ncnc3[nH]ccc23)cn1, O=C(O)C(F)(F)F, [H][H]. Product: CCCC(C1CCCC1)n1cc(-c2ncnc3[nH]ccc23)cn1, O=C(O)C(F)(F)F. RXN SMILES: [CH3:33][OH:34].[CH:8]1([CH:13]([CH2:14][C:15]#[CH:16])[n:17]2[n:18][cH:19][c:20](-[c:22]3[c:23]4[c:24]([n:25][cH:26][n:27]3)[nH:28][cH:29][cH:30]4)[cH:21]2)[CH2:9][CH2:10][CH2:11][CH2:12]1.[F:1][C:2]([C:3](=[O:4])[OH:5])([F:6])[F:7].[H:31][H:32]>>[CH:8]1([CH:13]([CH2:14][CH2:15][CH3:16])[n:17]2[n:18][cH:19][c:20](-[c:22]3[c:23]4[c:24]([n:25][cH:26][n:27]3)[nH:28][cH:29][cH:30]4)[cH:21]2)[CH2:9][CH2:10][CH2:11][CH2:12]1.[F:1][C:2]([C:3](=[O:4])[OH:5])([F:6])[F:7].